Dataset: the Open Reaction Database (ORD), a public repository of structured organic reaction records. Task: describe an organic reaction: reactants, conditions, products, and yield As a reaction SMILES: [CH3:17][CH2:18][OH:19].[Cl:1][c:2]1[cH:3][c:4](=[O:13])[n:5]([CH3:12])[c:6](=[O:11])[n:7]1[CH2:8][CH2:9][CH3:10].[Na+:16].[OH2:14].[SH-:15]>>[c:2]1([SH:15])[cH:3][c:4](=[O:13])[n:5]([CH3:12])[c:6](=[O:11])[n:7]1[CH2:8][CH2:9][CH3:10]. Starting materials: CCO, CCCn1c(Cl)cc(=O)n(C)c1=O, [Na+], O, [SH-]. Yields the product CCCn1c(S)cc(=O)n(C)c1=O. Reactants: CCO, ClCc1ccc(Cl)cc1, Nc1nnc(S)s1, [Na+], [OH-], O. The product is Nc1nnc(SCc2ccc(Cl)cc2)s1. As a reaction SMILES: [CH3:20][CH2:21][OH:22].[Cl:10][c:11]1[cH:12][cH:13][c:14]([CH2:15][Cl:16])[cH:17][cH:18]1.[NH2:1][c:2]1[s:3][c:4]([SH:7])[n:5][n:6]1.[Na+:9].[OH-:8].[OH2:19]>>[NH2:1][c:2]1[s:3][c:4]([S:7][CH2:15][c:14]2[cH:13][cH:12][c:11]([Cl:10])[cH:18][cH:17]2)[n:5][n:6]1. Reactants: FC1=C(C(=O)O)C=CC(=C1)COCCC (2-Fluoro-4-(propoxymethyl)benzoic acid), S(=O)(Cl)Cl (thionyl chloride), N1=CC=CC=C1 (pyridine). Run in C1(=CC=CC=C1)C (toluene). Yields the product FC1=C(C(=O)Cl)C=CC(=C1)COCCC (2-fluoro-4-(propoxymethyl)benzoyl chloride). Reaction SMILES: [F:1][C:2]1[CH:10]=[C:9]([CH2:11][O:12][CH2:13][CH2:14][CH3:15])[CH:8]=[CH:7][C:3]=1[C:4](O)=[O:5].S(Cl)([Cl:18])=O.N1C=CC=CC=1>C1(C)C=CC=CC=1>[F:1][C:2]1[CH:10]=[C:9]([CH2:11][O:12][CH2:13][CH2:14][CH3:15])[CH:8]=[CH:7][C:3]=1[C:4]([Cl:18])=[O:5]. Reported procedure: 2-Fluoro-4-(propoxymethyl)benzoic acid (1.5 g, 7.1 mmol) was mixed with thionyl chloride (1.3 g, 10.6 mmol), pyridine (0.1 ml) and toluene (3 ml), followed by reacting them at 80° C. for 2 hours, and distilling off superfluous thionyl chloride and toluene under reduced pressure, to obtain raw 2-fluoro-4-(propoxymethyl)benzoyl chloride. Reactants: CCOc1cc2c(nc1Cl)N1C(C)CN(C(=O)OC(C)(C)C)CC1C2, O=C(O)C(F)(F)F. Product: CCOc1cc2c(nc1Cl)N1C(C)CNCC1C2. RXN SMILES: [C:1]([O:2][C:3](=[O:4])[N:8]1[CH2:9][CH:10]2[CH2:11][c:12]3[cH:13][c:14]([O:23][CH2:24][CH3:25])[c:15]([Cl:22])[n:16][c:17]3[N:18]2[CH:19]([CH3:21])[CH2:20]1)([CH3:5])([CH3:6])[CH3:7].[OH:26][C:27]([C:28]([F:29])([F:30])[F:31])=[O:32]>>[NH:8]1[CH2:9][CH:10]2[CH2:11][c:12]3[cH:13][c:14]([O:23][CH2:24][CH3:25])[c:15]([Cl:22])[n:16][c:17]3[N:18]2[CH:19]([CH3:21])[CH2:20]1. Starting materials: C(C)N1C[C@H]([C@@H](C1)NC)O (trans-1-ethyl-4-methylamino-3-pyrrolidinol), C([O-])([O-])=O.[K+].[K+] (potassium carbonate), O (water), [N+](=O)([O-])C1=CC=C(C(=O)Cl)C=C1 (p-nitrobenzoyl chloride). Solvent: C(Cl)Cl (methylene chloride), C(Cl)Cl (methylene chloride). Run at time 18 hour. Product: C(C)N1C[C@H]([C@@H](C1)O)N(C(C1=CC=C(C=C1)[N+](=O)[O-])=O)C (Trans-N-(1-ethyl-4-hydroxy-3-pyrrolidinyl)-N-methyl-4-nitrobenzamide). RXN SMILES: [CH2:1]([N:3]1[CH2:7][C@@H:6]([NH:8][CH3:9])[C@H:5]([OH:10])[CH2:4]1)[CH3:2].C(=O)([O-])[O-].[K+].[K+].[N+:17]([C:20]1[CH:28]=[CH:27][C:23]([C:24](Cl)=[O:25])=[CH:22][CH:21]=1)([O-:19])=[O:18].O>C(Cl)Cl>[CH2:1]([N:3]1[CH2:4][C@@H:5]([OH:10])[C@H:6]([N:8]([CH3:9])[C:24](=[O:25])[C:23]2[CH:27]=[CH:28][C:20]([N+:17]([O-:19])=[O:18])=[CH:21][CH:22]=2)[CH2:7]1)[CH3:2] |f:1.2.3|. Reported procedure: A solution of 17.0 g. (118 mmoles) of trans-1-ethyl-4-methylamino-3-pyrrolidinol in 180 ml of methylene chloride was mixed with 15 g of powdered anhydrous potassium carbonate and cooled to -5°. The mixture was kept at or below 0° C. while a solution of 22.0 g (118 mmoles) of p-nitrobenzoyl chloride in 100 ml of methylene chloride was added dropwise. After the mixture was stirred at ambient temperature for 18 hr, it was poured into 100 ml of water. The organic layer was separated, dried, and conc... Reactants: C(C)OC(C(CC=1C=C2C=CNC2=CC1)OCC)=O (rac-2-ethoxy-3-(1H-indol-5-yl)-propionic acid ethyl ester), ClCC=1N=C(OC1C)C1=CC(=CC=C1)Cl (4-chloromethyl-2-(3-chloro-phenyl)-5-methyl-oxazole). Product: ClC=1C=C(C=CC1)C=1OC(=C(N1)CN1C=CC2=CC(=CC=C12)CC(C(=O)O)OCC)C (Rac-3-{1-[2-(3-Chloro-phenyl)-5-methyl-oxazol-4-ylmethyl]-1H-indol-5-yl}-2-ethoxy-propionic Acid). Isolated yield 21.0%. RXN SMILES: C([O:3][C:4](=[O:19])[CH:5]([O:16][CH2:17][CH3:18])[CH2:6][C:7]1[CH:8]=[C:9]2[C:13](=[CH:14][CH:15]=1)[NH:12][CH:11]=[CH:10]2)C.Cl[CH2:21][C:22]1[N:23]=[C:24]([C:28]2[CH:33]=[CH:32][CH:31]=[C:30]([Cl:34])[CH:29]=2)[O:25][C:26]=1[CH3:27]>>[Cl:34][C:30]1[CH:29]=[C:28]([C:24]2[O:25][C:26]([CH3:27])=[C:22]([CH2:21][N:12]3[C:13]4[C:9](=[CH:8][C:7]([CH2:6][CH:5]([O:16][CH2:17][CH3:18])[C:4]([OH:3])=[O:19])=[CH:15][CH:14]=4)[CH:10]=[CH:11]3)[N:23]=2)[CH:33]=[CH:32][CH:31]=1. Procedure: Starting from rac-2-ethoxy-3-(1H-indol-5-yl)-propionic acid ethyl ester and 4-chloromethyl-2-(3-chloro-phenyl)-5-methyl-oxazole, the title compound was obtained in 21% yield as a yellow solid. MS: (M+H)+ 439.3. The reactants are ClCC=1N=C(OC1C)C1=C(C=CC=C1)F (4-chloromethyl-2-(2-fluoro-phenyl)-5-methyl-oxazole), C([O-])([O-])=O.[Cs+].[Cs+] (cesium carbonate), [I-].[K+] (potassium iodide), C(C)OC(/C(=C/C1=C(C=C(C=C1)O)C)/OCC)=O ((Z)-2-ethoxy-3-(4-hydroxy-2-methyl-phenyl)-acrylic acid ethyl ester). The product is C(C)OC(/C(=C/C1=C(C=C(C=C1)OCC=1N=C(OC1C)C1=C(C=CC=C1)F)C)/OCC)=O ((Z)-2-ethoxy-3-{4-[2-(2-fluoro-phenyl)-5-methyl-oxazol-4-ylmethoxy]-2-methyl-phenyl}-acrylic acid ethyl ester). RXN SMILES: [CH2:1]([O:3][C:4](=[O:18])/[C:5](/[O:15][CH2:16][CH3:17])=[CH:6]/[C:7]1[CH:12]=[CH:11][C:10]([OH:13])=[CH:9][C:8]=1[CH3:14])[CH3:2].Cl[CH2:20][C:21]1[N:22]=[C:23]([C:27]2[CH:32]=[CH:31][CH:30]=[CH:29][C:28]=2[F:33])[O:24][C:25]=1[CH3:26].C(=O)([O-])[O-].[Cs+].[Cs+].[I-].[K+]>>[CH2:1]([O:3][C:4](=[O:18])/[C:5](/[O:15][CH2:16][CH3:17])=[CH:6]/[C:7]1[CH:12]=[CH:11][C:10]([O:13][CH2:20][C:21]2[N:22]=[C:23]([C:27]3[CH:32]=[CH:31][CH:30]=[CH:29][C:28]=3[F:33])[O:24][C:25]=2[CH3:26])=[CH:9][C:8]=1[CH3:14])[CH3:2] |f:2.3.4,5.6|. Procedure: In analogy to the procedure described in example 1 f], (Z)-2-ethoxy-3-(4-hydroxy-2-methyl-phenyl)-acrylic acid ethyl ester (example 1a c]) was reacted with 4-chloromethyl-2-(2-fluoro-phenyl)-5-methyl-oxazole (example 6 a]) in the presence of cesium carbonate and potassium iodide to yield (Z)-2-ethoxy-3-{4-[2-(2-fluoro-phenyl)-5-methyl-oxazol-4-ylmethoxy]-2-methyl-phenyl}-acrylic acid ethyl ester as colorless crystals. Starting materials: C(C)C(CC)C1=CC=C(C2=C1N(C(N2)=O)C)C(F)(F)F (7-(1-ethylpropyl)-1-methyl-4-(trifluoro-methyl)-1,3-dihydro-2H-benzimidazol-2-one), P(=O)(Cl)(Cl)Cl (phosphoryl chloride). Conditions: temperature 110 celsius. Product: ClC1=NC2=C(N1C)C(=CC=C2C(F)(F)F)C(CC)CC (2-Chloro-7-(1-ethylpropyl)-1-methyl-4-(trifluoromethyl)-1H-benzimidazole). Isolated yield 91.0%. Reaction SMILES: [CH2:1]([CH:3]([C:6]1[C:11]2[N:12]([CH3:16])[C:13](=O)[NH:14][C:10]=2[C:9]([C:17]([F:20])([F:19])[F:18])=[CH:8][CH:7]=1)[CH2:4][CH3:5])[CH3:2].P(Cl)(Cl)([Cl:23])=O>>[Cl:23][C:13]1[N:12]([CH3:16])[C:11]2[C:6]([CH:3]([CH2:4][CH3:5])[CH2:1][CH3:2])=[CH:7][CH:8]=[C:9]([C:17]([F:20])([F:19])[F:18])[C:10]=2[N:14]=1. Procedure: A mixture of 7-(1-ethylpropyl)-1-methyl-4-(trifluoro-methyl)-1,3-dihydro-2H-benzimidazol-2-one (310 mg, 1.08 mmol) and phosphoryl chloride (5 ml) was heated at 110° C. for 1 h and concentrated in vacuo. Toluene was added and concentrated again to remove excess reagent. Aqueous saturated sodium bicarbonate was added to the residue and extracted with ethyl acetate. The extracts were washed with water, dried over magnesium sulfate and concentrated in vacuo. The residue was purified by column chroma...